This data is from the Open Reaction Database (ORD), a public repository of structured organic reaction records. The task is: describe an organic reaction: reactants, conditions, products, and yield The reactants are CCI, CCN(CCCNC(=O)Nc1ccccc1)CCc1ccc(Cl)cc1. Yields the product [I-], CC[N+](CC)(CCCNC(=O)Nc1ccccc1)CCc1ccc(Cl)cc1. Reaction SMILES: [CH2:26]([CH3:27])[I:28].[c:1]1([NH:7][C:8](=[O:9])[NH:10][CH2:11][CH2:12][CH2:13][N:14]([CH2:15][CH3:16])[CH2:17][CH2:18][c:19]2[cH:20][cH:21][c:22]([Cl:25])[cH:23][cH:24]2)[cH:2][cH:3][cH:4][cH:5][cH:6]1>>[I-:28].[c:1]1([NH:7][C:8](=[O:9])[NH:10][CH2:11][CH2:12][CH2:13][N+:14]([CH2:15][CH3:16])([CH2:17][CH2:18][c:19]2[cH:20][cH:21][c:22]([Cl:25])[cH:23][cH:24]2)[CH2:26][CH3:27])[cH:2][cH:3][cH:4][cH:5][cH:6]1. The reactants are B, C1CCOC1, CSC, CCCCCCC(C)NC(C)=O. The product is CCCCCCC(C)NCC. As a reaction SMILES: [BH3:4].[CH2:17]1[O:18][CH2:19][CH2:20][CH2:21]1.[CH3:1][S:2][CH3:3].[CH3:5][CH:6]([CH2:7][CH2:8][CH2:9][CH2:10][CH2:11][CH3:12])[NH:13][C:14]([CH3:15])=[O:16]>>[CH3:5][CH:6]([CH2:7][CH2:8][CH2:9][CH2:10][CH2:11][CH3:12])[NH:13][CH2:14][CH3:15]. Reported procedure: In a similar manner to Example 28, (E)-2-[2-(1H-indazol-3-yl)vinyl]benzoic acid (0.20 g, 0.76 mmol) obtained in Step 1 of Example 47, 2-aminophenol (91 mg, 0.83 mmol), 1-hydroxybenzotriazole monohydrate (35 mg, 0.23 mmol), EDC (0.16 mg, 0.83 mmol) and THF/DMF (2/1, 3.0 mL) were reacted. Then, in a similar manner to Step 2 of Example 150, the reaction mixture was treated with p-toluenesulfonic acid monohydrate (0.26 mg, 1.5 mmol) and xylene (5.0 mL) to obtain Compound 183 (13 mg, 5%). Yield: 5.1%. The product is N1N=C(C2=CC=CC=C12)/C=C/C1=C(C=CC=C1)C=1OC2=C(N1)C=CC=C2 ((E)-2-{2-[2-(1H-indazol-3-yl)vinyl]phenyl}benzoxazole). RXN SMILES: [NH:1]1[C:9]2[C:4](=[CH:5][CH:6]=[CH:7][CH:8]=2)[C:3](/[CH:10]=[CH:11]/[C:12]2[CH:20]=[CH:19][CH:18]=[CH:17][C:13]=2[C:14]([OH:16])=O)=[N:2]1.[NH2:21][C:22]1[CH:27]=[CH:26][CH:25]=[CH:24][C:23]=1O.O.ON1C2C=CC=CC=2N=N1.C(Cl)CCl.O.C1(C)C=CC(S(O)(=O)=O)=CC=1>C1(C)C(C)=CC=CC=1.C(OCC)(=O)C.CCCCCC>[NH:1]1[C:9]2[C:4](=[CH:5][CH:6]=[CH:7][CH:8]=2)[C:3](/[CH:10]=[CH:11]/[C:12]2[CH:20]=[CH:19][CH:18]=[CH:17][C:13]=2[C:14]2[O:16][C:23]3[CH:24]=[CH:25][CH:26]=[CH:27][C:22]=3[N:21]=2)=[N:2]1 |f:2.3,5.6,8.9|. Solvent: C=1(C(=CC=CC1)C)C (xylene), C(C)(=O)OCC.CCCCCC (ethyl acetate hexane). Reactants: O.C1(=CC=C(C=C1)S(=O)(=O)O)C (p-toluenesulfonic acid monohydrate), N1N=C(C2=CC=CC=C12)/C=C/C1=C(C(=O)O)C=CC=C1 ((E)-2-[2-(1H-indazol-3-yl)vinyl]benzoic acid), NC1=C(C=CC=C1)O (2-aminophenol), O.ON1N=NC2=C1C=CC=C2 (1-hydroxybenzotriazole monohydrate), C(CCl)Cl (EDC). Starting materials: C(CCC)=O (butanal). Reagents/catalysts: FC(C(=O)[O-])(F)F.[Ru+3].FC(C(=O)[O-])(F)F.FC(C(=O)[O-])(F)F (ruthenium trifluoroacetate), [Ru](Cl)(Cl)Cl (ruthenium trichloride). Yields the product C(CCC)OC(C)C(C)OCCCC (dibutoxybutane). As a reaction SMILES: [CH:1](=[O:5])[CH2:2][CH2:3][CH3:4]>FC(F)(F)C([O-])=O.[Ru+3].FC(F)(F)C([O-])=O.FC(F)(F)C([O-])=O.[Ru](Cl)(Cl)Cl>[CH2:1]([O:5][CH:2]([CH:3]([O:5][CH2:1][CH2:2][CH2:3][CH3:4])[CH3:4])[CH3:1])[CH2:2][CH2:3][CH3:4] |f:1.2.3.4|. Procedure details: Example 18 is repeated, while using 1 m.mole ruthenium trifluoroacetate instead of 1 m.mole ruthenium trichloride. 18 m.moles butanal and 46 m.moles dibutoxybutane have been formed. No butyric acid is present. Reactants: [OH-].[Na+] (sodium hydroxide), Cl (hydrochloric acid), Cl (hydrochloric acid), C(C)OC(C)OC(CC1=CC=CC=C1)C1CCC(CC1)(C=1SC=CC1)N(C)C ({4-[1-(1-ethoxy-ethoxy)-2-phenylethyl]-1-thiophen-2-yl-cyclohexyl}dimethylamine). The solvent is O1CCCC1 (tetrahydrofuran), C(C)OCC (diethyl ether). Run at time 8 hour. The product is CN(C1(CCC(CC1)C(CC1=CC=CC=C1)O)C=1SC=CC1)C (1-(4-Dimethylamino-4-thiophen-2-yl-cyclohexyl)-2-phenylethanol). RXN SMILES: Cl.C(OC([O:7][CH:8]([CH:16]1[CH2:21][CH2:20][C:19]([N:27]([CH3:29])[CH3:28])([C:22]2[S:23][CH:24]=[CH:25][CH:26]=2)[CH2:18][CH2:17]1)[CH2:9][C:10]1[CH:15]=[CH:14][CH:13]=[CH:12][CH:11]=1)C)C.[OH-].[Na+]>O1CCCC1.C(OCC)C>[CH3:29][N:27]([CH3:28])[C:19]1([C:22]2[S:23][CH:24]=[CH:25][CH:26]=2)[CH2:18][CH2:17][CH:16]([CH:8]([OH:7])[CH2:9][C:10]2[CH:15]=[CH:14][CH:13]=[CH:12][CH:11]=2)[CH2:21][CH2:20]1 |f:2.3|. Reported procedure: 2 M hydrochloric acid (20 ml) was added to a solution of {4-[1-(1-ethoxy-ethoxy)-2-phenylethyl]-1-thiophen-2-yl-cyclohexyl}dimethylamine (1.10 g, 2.73 mmol) in tetrahydrofuran (20 ml) and the reaction mixture was stirred at room temperature overnight. It was then rendered alkaline with 4 M sodium hydroxide solution and extracted with methylene chloride (4×10 ml). The combined organic phases were dried with sodium sulfate and concentrated i. vac. The crude product (956 mg) was purified by flash c... Reported procedure: Ethyl 2-carboethoxy-3-(3-indolyl)-2-methylpropionate (1.8 g, 5.95 mmol) (S. Masanori, et al., Heterocycles, 1981, 16:941-9), was added to a solution of potassium hydroxide (380 mg, 5.76 mmol) in 4 mL of ethanol. The reaction mixture was stirred at ambient temperature overnight and then heated on a steam bath for 2 hours. The ethanol was evaporated and water (20 mL) was added. The aqueous mixture was extracted with diethyl ether (3×20 mL). The pH of the aqueous layer was adjusted to approximately... Reaction SMILES: [C:1]([C:6]([CH3:22])([CH2:12][C:13]1[C:21]2[C:16](=[CH:17][CH:18]=[CH:19][CH:20]=2)[NH:15][CH:14]=1)[C:7]([O:9]CC)=[O:8])([O:3][CH2:4][CH3:5])=[O:2].[OH-].[K+]>C(O)C>[C:1]([C:6]([CH3:22])([CH2:12][C:13]1[C:21]2[C:16](=[CH:17][CH:18]=[CH:19][CH:20]=2)[NH:15][CH:14]=1)[C:7]([OH:9])=[O:8])([O:3][CH2:4][CH3:5])=[O:2] |f:1.2|. Isolated yield 91.6%. Run at time 8 hour. Product: C(=O)(OCC)C(C(=O)O)(CC1=CNC2=CC=CC=C12)C (2-carboethoxy-3-(3-indolyl)-2-methylpropionic acid). Reactants: C(=O)(OCC)C(C(=O)OCC)(CC1=CNC2=CC=CC=C12)C (Ethyl 2-carboethoxy-3-(3-indolyl)-2-methylpropionate), [OH-].[K+] (potassium hydroxide). Solvent: C(C)O (ethanol). As a reaction SMILES: [CH3:1][C:2]1[CH:7]=[CH:6][N:5]=[C:4]([NH2:8])[CH:3]=1.[CH3:9][C:10]([CH3:15])([CH3:14])[C:11](Cl)=[O:12].O.C([O-])(O)=O.[Na+]>C(Cl)Cl>[CH3:9][C:10]([CH3:15])([CH3:14])[C:11]([NH:8][C:4]1[CH:3]=[C:2]([CH3:1])[CH:7]=[CH:6][N:5]=1)=[O:12] |f:3.4|. The reactants are O (water), CC1=CC(=NC=C1)N (4-Methyl-pyridin-2-ylamine), TEA, CC(C(=O)Cl)(C)C (trimethylacetyl chloride), C(=O)(O)[O-].[Na+] (NaHCO3). Reaction conditions: time 8 hour. Product: CC(C(=O)NC1=NC=CC(=C1)C)(C)C (2,2-dimethyl-N-(4-methyl-pyridin-2-yl)-propionamide). The solvent is C(Cl)Cl (DCM). Procedure: 4-Methyl-pyridin-2-ylamine (30 g, 0.28 mol) was dissolved in DCM (300 mL) and treated with TEA (41 mL) followed by trimethylacetyl chloride (38 mL) via a dropping funnel over 30 min. The mixture was allowed to stir overnight at RT, then poured into a separatory funnel with water (100 mL) and satd. aq. NaHCO3 (75 mL). The organic layer was extracted, washed with satd. aq. NaHCO3 (75 mL), dried over Na2SO4, and concentrated to give solid 2,2-dimethyl-N-(4-methyl-pyridin-2-yl)-propionamide (42 g, 0... Reactants: NC1=C(C=CC=C1)NC1=CC=C(C(=O)C2=CC=CC=C2)C=C1 (4-(2-aminophenylamino)benzophenone), NC1=C(C=CC=C1)NC1=CC=C(C(=O)C2=CC=CC=C2)C=C1 (4-(2-aminophenylamino)benzophenone), Cl.NO (hydroxylamine hydrochloride), C(C)(=O)[O-].[Na+] (sodium acetate). The solvent is C(C)O (ethanol). The product is NC1=C(C=CC=C1)NC1=CC=C(C(C2=CC=CC=C2)=NO)C=C1 (4-(2-Aminophenylamino)benzophenone oxime). Reaction SMILES: [NH2:1][C:2]1[CH:7]=[CH:6][CH:5]=[CH:4][C:3]=1[NH:8][C:9]1[CH:22]=[CH:21][C:12]([C:13]([C:15]2[CH:20]=[CH:19][CH:18]=[CH:17][CH:16]=2)=O)=[CH:11][CH:10]=1.Cl.[NH2:24][OH:25].C([O-])(=O)C.[Na+]>C(O)C>[NH2:1][C:2]1[CH:7]=[CH:6][CH:5]=[CH:4][C:3]=1[NH:8][C:9]1[CH:22]=[CH:21][C:12]([C:13](=[N:24][OH:25])[C:15]2[CH:20]=[CH:19][CH:18]=[CH:17][CH:16]=2)=[CH:11][CH:10]=1 |f:1.2,3.4|. Reported procedure: To a solution of 4-(2-aminophenylamino)benzophenone (compound 101, 0.58 g, 2 mmol) and hydroxylamine hydrochloride (0.42 g, 6 mmol) in ethanol (30 ml) was added sodium acetate (0.49 g, 6 mmol). The reaction mixture was refluxed for 30 hours, cooled to room temperature, filtered, and evaporated in vacuo. The residue was treated with water (10 ml) and diluted ammonium hydroxide (5 ml). The precipitate that forms was filtered off, washed with water and dried to afford the title compound.